Dataset: the Open Reaction Database (ORD), a public repository of structured organic reaction records. Task: describe an organic reaction: reactants, conditions, products, and yield Conditions: temperature 50 celsius, time 30 minute. The solvent is C(C)#N (acetonitrile). The reactants are FC1=C(C(=CC=C1)F)N1N=C(C=2C(=NC=CC21)OC)C2=CC=C(C=C2)S(=O)(=O)N (4-(1-(2,6-difluorophenyl)-4-methoxy-1H-pyrazolo[4,3-c]pyridin-3-yl)benzenesulfonamide), [I-].[Na+] (sodium iodide), Cl[Si](C)(C)C (chloro(trimethyl)silane), C(O)([O-])=O.[Na+] (sodium hydrogencarbonate). Reaction SMILES: [F:1][C:2]1[CH:7]=[CH:6][CH:5]=[C:4]([F:8])[C:3]=1[N:9]1[C:17]2[CH:16]=[CH:15][N:14]=[C:13]([O:18]C)[C:12]=2[C:11]([C:20]2[CH:25]=[CH:24][C:23]([S:26]([NH2:29])(=[O:28])=[O:27])=[CH:22][CH:21]=2)=[N:10]1.[I-].[Na+].Cl[Si](C)(C)C.C(=O)([O-])O.[Na+]>C(#N)C>[F:8][C:4]1[CH:5]=[CH:6][CH:7]=[C:2]([F:1])[C:3]=1[N:9]1[C:17]2[CH:16]=[CH:15][NH:14][C:13](=[O:18])[C:12]=2[C:11]([C:20]2[CH:25]=[CH:24][C:23]([S:26]([NH2:29])(=[O:28])=[O:27])=[CH:22][CH:21]=2)=[N:10]1 |f:1.2,4.5|. The yield is 64.1%. Procedure: To a solution of 4-(1-(2,6-difluorophenyl)-4-methoxy-1H-pyrazolo[4,3-c]pyridin-3-yl)benzenesulfonamide (46.0 mg) in acetonitrile (4 mL) were added sodium iodide (41.4 mg) and chloro(trimethyl)silane (0.140 mL), and the mixture was stirred at 50° C. for 30 min. To the reaction mixture was added saturated aqueous sodium hydrogencarbonate solution, and the mixture was extracted with ethyl acetate. The organic layer was washed with saturated brine, dried over anhydrous sodium sulfate, and concentrat... The product is FC1=C(C(=CC=C1)F)N1N=C(C=2C(NC=CC21)=O)C2=CC=C(C=C2)S(=O)(=O)N (4-(1-(2,6-difluorophenyl)-4-oxo-4,5-dihydro-1H-pyrazolo[4,3-c]pyridin-3-yl)benzenesulfonamide). Reactants: B(F)(F)F (boron-trifluoride), C1C=C(C2=CC=CC=C12)CCO (indene-3-ethanol), C(=O)NCCC(C)=O (4-(formylamino)-2-butanone). Run in C1=CC=CC=C1 (benzene). The product is N-formyl, CC1(OCCC2=C1CC=1C=CC=CC12)CCNC=O (1-methyl-1-[2-(formylamino)ethyl]-1,3,4,9-tetrahydroindeno[2,1-c]pyran). Reaction SMILES: [CH2:1]1[C:9]2[C:4](=[CH:5][CH:6]=[CH:7][CH:8]=2)[C:3]([CH2:10][CH2:11][OH:12])=[CH:2]1.[CH:13]([NH:15][CH2:16][CH2:17][C:18](=O)[CH3:19])=[O:14].B(F)(F)F>C1C=CC=CC=1>[CH3:19][C:18]1([CH2:17][CH2:16][NH:15][CH:13]=[O:14])[C:2]2[CH2:1][C:9]3[CH:8]=[CH:7][CH:6]=[CH:5][C:4]=3[C:3]=2[CH2:10][CH2:11][O:12]1. Procedure details: A mixture of indene-3-ethanol (1.6 g), 4-(formylamino)-2-butanone (1.2 g), described by H. Bredereck, et al., Chem. Ber., 2423 (1960), benzene (40 ml) and boron-trifluoride etherate (3 ml) is stirred at reflux temperature for 3 hr. The reaction mixture is washed with saturated sodium bicarbonate solution, dried and evaporated to dryness to afford the N-formyl derivative, 1-methyl-1-[2-(formylamino)ethyl]-1,3,4,9-tetrahydroindeno[2,1-c]pyran, nmr (CDCl)3 δ 3.3 (m, 4H), 6.5 (broad, 1H), 7.25 (m, 4... Reactants: FC1=CC=C(C=C1)/C(=C(\F)/[C@@H]1CC[C@H](CC1)CCC)/F ((E)-1-(4-fluorophenyl)-2-(trans-4-n-propylcyclohexyl)-1,2-difluoroethylene), C1CCOC1 (THF), Cl (hydrochloric acid). Run at temperature -10 celsius, time 15 minute. The product is C(CC)[C@@H]1CC[C@H](CC1)/C(=C(\F)/[C@@H]1CC[C@H](CC1)CCC)/F ((E)-1,2-bis(trans-4-n-propylcyclohexyl)-1,2-difluoroethylene). Isolated yield 60.0%. As a reaction SMILES: F[C:2]1[CH:7]=[CH:6][C:5](/[C:8](/[F:20])=[C:9](/[C@H:11]2[CH2:16][CH2:15][C@H:14]([CH2:17][CH2:18][CH3:19])[CH2:13][CH2:12]2)\[F:10])=[CH:4][CH:3]=1.Cl.[CH2:22]1[CH2:26]OC[CH2:23]1>>[CH2:23]([C@H:2]1[CH2:7][CH2:6][C@H:5](/[C:8](/[F:20])=[C:9](/[C@H:11]2[CH2:16][CH2:15][C@H:14]([CH2:17][CH2:18][CH3:19])[CH2:13][CH2:12]2)\[F:10])[CH2:4][CH2:3]1)[CH2:22][CH3:26]. Procedure details: Then, a mixed solution containing 1.3 g (6.31 mmol) of 2-(trans-4-n-propylcyclohexyl)-1,1,2-trifluoroethylene obtained in Example 1 and 10 ml of dry THF, was dropwise added thereto at the same temperature over a period of 15 minutes. The mixture was reacted at the same temperature for one hour and then the temperature was raised to -10° C. Then, 100 ml of 1N hydrochloric acid was added thereto. The organic layer was separated. The aqueous layer was extracted with n-hexane, and the extract was co... Reactants: BrC1=CC=C(C=C1)I (1-bromo-4-iodobenzene), CC(C)([O-])C.[Na+] (sodium t-butoxide), C12CNCC(N1C(=O)OC(C)(C)C)C2 (tert-butyl 3,6-diazabicyclo[3.1.1]heptane-6-carboxylate), CC1(C2=C(C(=CC=C2)P(C3=CC=CC=C3)C4=CC=CC=C4)OC5=C(C=CC=C51)P(C6=CC=CC=C6)C7=CC=CC=C7)C (XantPhos). Reagents/catalysts: C=1C=CC(=CC1)/C=C/C(=O)/C=C/C2=CC=CC=C2.C=1C=CC(=CC1)/C=C/C(=O)/C=C/C2=CC=CC=C2.C=1C=CC(=CC1)/C=C/C(=O)/C=C/C2=CC=CC=C2.[Pd].[Pd] (Pd2(dba)3). Run in C1(=CC=CC=C1)C (toluene). Reaction conditions: temperature 60 celsius, time 3 hour. Yields the product BrC1=CC=C(C=C1)N1CC2N(C(C1)C2)C(=O)OC(C)(C)C (tert-butyl 3-(4-bromophenyl)-3,6-diazabicyclo[3.1.1]heptane-6-carboxylate). Isolated yield 28.1%. Reaction SMILES: [Br:1][C:2]1[CH:7]=[CH:6][C:5](I)=[CH:4][CH:3]=1.[CH:9]12[CH2:22][CH:13]([N:14]1[C:15]([O:17][C:18]([CH3:21])([CH3:20])[CH3:19])=[O:16])[CH2:12][NH:11][CH2:10]2.CC1(C)C2C(=C(P(C3C=CC=CC=3)C3C=CC=CC=3)C=CC=2)OC2C(P(C3C=CC=CC=3)C3C=CC=CC=3)=CC=CC1=2.CC(C)([O-])C.[Na+]>C1(C)C=CC=CC=1.C1C=CC(/C=C/C(/C=C/C2C=CC=CC=2)=O)=CC=1.C1C=CC(/C=C/C(/C=C/C2C=CC=CC=2)=O)=CC=1.C1C=CC(/C=C/C(/C=C/C2C=CC=CC=2)=O)=CC=1.[Pd].[Pd]>[Br:1][C:2]1[CH:7]=[CH:6][C:5]([N:11]2[CH2:12][CH:13]3[CH2:22][CH:9]([N:14]3[C:15]([O:17][C:18]([CH3:21])([CH3:20])[CH3:19])=[O:16])[CH2:10]2)=[CH:4][CH:3]=1 |f:3.4,6.7.8.9.10|. Procedure: In a 48 mL sealed tube were placed 1-bromo-4-iodobenzene (1498.3 mg, 5.30 mmol), tert-butyl 3,6-diazabicyclo[3.1.1]heptane-6-carboxylate (1000.0 mg, 5.04 mmol), Pd2(dba)3 (138.6 mg, 0.15 mmol), XantPhos (262.7 mg, 0.45 mmol), and sodium t-butoxide (1454.2 mg, 15.13 mmol) in toluene (36 ml). The reaction mixture was stirred at 60° C. for 3 h. Then it was cooled to room temperature. Then it was quenched with water and the organic layers were extracted with EtOAc (3×10 mL). The combined organic lay... Reactants: ClC1=C(C=CC=C1)NC1=C(C=NC2=CC=C(C=C12)OC)N (N4-(2-chloro-phenyl)-6-methoxy-quinoline-3,4-diamine), C(C)OC(OCC)OCC (triethylorthoformate). Product: ClC1=C(C=CC=C1)N1C=NC=2C=NC=3C=CC(=CC3C21)OC (1-(2-Chloro-phenyl)-8-methoxy-1H-imidazo[4,5-c]quinoline). RXN SMILES: [Cl:1][C:2]1[CH:7]=[CH:6][CH:5]=[CH:4][C:3]=1[NH:8][C:9]1[C:18]2[C:13](=[CH:14][CH:15]=[C:16]([O:19][CH3:20])[CH:17]=2)[N:12]=[CH:11][C:10]=1[NH2:21].[CH2:22](OC(OCC)OCC)C>>[Cl:1][C:2]1[CH:7]=[CH:6][CH:5]=[CH:4][C:3]=1[N:8]1[C:9]2[C:18]3[CH:17]=[C:16]([O:19][CH3:20])[CH:15]=[CH:14][C:13]=3[N:12]=[CH:11][C:10]=2[N:21]=[CH:22]1. Procedure: 0.2 g (0.66 mmol) of N4-(2-chloro-phenyl)-6-methoxy-quinoline-3,4-diamine (Example 44i) in 6 ml triethylorthoformate are heated under reflux for 4 h. The solvent is evaporated almost to dryness, the dark residue is dissolved in ca. 1 ml ethyl acetate and the compound is precipitated by adding ca. 30 ml of hexane. The desired title compound is filtered off, and is dried for 16 h at 60° C. (high-vacuum). mp: 202-205° C.; MS: 310 (M++1); HPLC: tret=70.56 min (Grad 1). Reactants: CCCCBr, CCOCC, CO, O, Cl[Sn](c1ccccc1)(c1ccccc1)c1ccccc1. The product is CCCC[Sn](c1ccccc1)(c1ccccc1)c1ccccc1. Reaction SMILES: [Br:1][CH2:2][CH2:3][CH2:4][CH3:5].[CH2:27]([O:28][CH2:29][CH3:30])[CH3:31].[CH3:32][OH:33].[OH2:26].[c:6]1([Sn:12]([c:13]2[cH:14][cH:15][cH:16][cH:17][cH:18]2)([c:19]2[cH:20][cH:21][cH:22][cH:23][cH:24]2)[Cl:25])[cH:7][cH:8][cH:9][cH:10][cH:11]1>>[CH2:2]([CH2:3][CH2:4][CH3:5])[Sn:12]([c:6]1[cH:7][cH:8][cH:9][cH:10][cH:11]1)([c:13]1[cH:14][cH:15][cH:16][cH:17][cH:18]1)[c:19]1[cH:20][cH:21][cH:22][cH:23][cH:24]1. The reactants are C1CCOC1, CC1(C2(C=O)CC2)OCCO1, COC(=O)CP(=O)(OC)OC, [H-], [Na+]. The product is COC(=O)C=CC1(C2(C)OCCO2)CC1. RXN SMILES: [CH2:25]1[O:26][CH2:27][CH2:28][CH2:29]1.[CH3:14][C:15]1([C:20]2([CH:23]=[O:24])[CH2:21][CH2:22]2)[O:16][CH2:17][CH2:18][O:19]1.[CH3:3][O:4][C:5]([CH2:6][P:7]([O:8][CH3:9])([O:10][CH3:11])=[O:12])=[O:13].[H-:1].[Na+:2]>>[CH3:3][O:4][C:5]([CH:6]=[CH:23][C:20]1([C:15]2([CH3:14])[O:16][CH2:17][CH2:18][O:19]2)[CH2:21][CH2:22]1)=[O:13]. Reactants: Br[C@H](C(=O)O)COCC1=CC=CC=C1 ((S)-2-bromo-3-(phenylmethoxy)propanoic acid), C1(=CC=CC=C1)C(=[N+]=[N-])C1=CC=CC=C1 (diphenyldiazomethane), C(C)(=O)O (acetic acid). The solvent is CC(=O)C (acetone). Run at time 45 minute. Yields the product Br[C@H](C(=O)OC(C1=CC=CC=C1)C1=CC=CC=C1)COCC1=CC=CC=C1 ((S)-2-Bromo-3-(phenylmethoxy)propanoic acid, diphenylmethyl ester). Yield: 51.0%. RXN SMILES: [Br:1][C@@H:2]([CH2:6][O:7][CH2:8][C:9]1[CH:14]=[CH:13][CH:12]=[CH:11][CH:10]=1)[C:3]([OH:5])=[O:4].[C:15]1([C:21]([C:24]2[CH:29]=[CH:28][CH:27]=[CH:26][CH:25]=2)=[N+]=[N-])[CH:20]=[CH:19][CH:18]=[CH:17][CH:16]=1.C(O)(=O)C>CC(C)=O>[Br:1][C@@H:2]([CH2:6][O:7][CH2:8][C:9]1[CH:14]=[CH:13][CH:12]=[CH:11][CH:10]=1)[C:3]([O:5][CH:21]([C:15]1[CH:20]=[CH:19][CH:18]=[CH:17][CH:16]=1)[C:24]1[CH:29]=[CH:28][CH:27]=[CH:26][CH:25]=1)=[O:4]. Reported procedure: To a solution of (S)-2-bromo-3-(phenylmethoxy)propanoic acid (7.63 g, 29.4 mmol) in acetone (30 ml) was added solid diphenyldiazomethane (5.81 g, 29.9 mmol) over the course of three minutes. The solution heated and nitrogen evolved vigorously. The purple solution was stirred for an additional 45 minutes, followed by the addition of acetic acid (1 ml) to quench any residual diphenyldiazomethane. The solution was extracted with saturated sodium bicarbonate (50 ml), washed with saturated sodium chl...